This data is from the Open Reaction Database (ORD), a public repository of structured organic reaction records. The task is: describe an organic reaction: reactants, conditions, products, and yield Reactants: CN(C(C)(C)C(=O)OCC)C1=C(C(=NC(=C1F)F)F)F (4-[N-methyl-N-(1-ethoxycarbonyl-1-methylethyl)amino]-2,3,5,6-tetrafluoropyridine), C(C1=CC=CC=C1)OC1=C(C=C(C=C1)C#N)O (2-benzyloxy-5-cyanophenol), C([O-])([O-])=O.[Cs+].[Cs+] (cesium carbonate), resultant mixture, [OH-].[K+] (KOH). Solvent: C(C)#N (acetonitrile), C(C)(=O)OCC (ethyl acetate). The product is C(C1=CC=CC=C1)OC1=C(C=C(C#N)C=C1)OC1=NC(=C(C(=C1F)N(C(C)(C)C(=O)OCC)C)F)F (4-benzyloxy-3-[(4-(N-methyl-N-(1-ethoxycarbonyl-1-methylethyl)amino)-3,5,6-trifluoropyridin-2-yl)oxy]benzonitrile). Yield: 72.8%. Reaction SMILES: [CH3:1][N:2]([C:11]1[C:16]([F:17])=[C:15]([F:18])[N:14]=[C:13](F)[C:12]=1[F:20])[C:3]([C:6]([O:8][CH2:9][CH3:10])=[O:7])([CH3:5])[CH3:4].[CH2:21]([O:28][C:29]1[CH:34]=[CH:33][C:32]([C:35]#[N:36])=[CH:31][C:30]=1[OH:37])[C:22]1[CH:27]=[CH:26][CH:25]=[CH:24][CH:23]=1.C(=O)([O-])[O-].[Cs+].[Cs+].[OH-].[K+]>C(#N)C.C(OCC)(=O)C>[CH2:21]([O:28][C:29]1[CH:34]=[CH:33][C:32]([C:35]#[N:36])=[CH:31][C:30]=1[O:37][C:13]1[C:12]([F:20])=[C:11]([N:2]([CH3:1])[C:3]([C:6]([O:8][CH2:9][CH3:10])=[O:7])([CH3:4])[CH3:5])[C:16]([F:17])=[C:15]([F:18])[N:14]=1)[C:22]1[CH:23]=[CH:24][CH:25]=[CH:26][CH:27]=1 |f:2.3.4,5.6|. Procedure details: To a solution of 4-[N-methyl-N-(1-ethoxycarbonyl-1-methylethyl)amino]-2,3,5,6-tetrafluoropyridine (2.2 g, 6.6 mmol) in acetonitrile (60 mL) was added 2-benzyloxy-5-cyanophenol (1.5 g, 6.6 mmol) and cesium carbonate (2.8 g, 8.6 mmol). The resultant mixture was stirred at 40° C. for 2 days. The mixture was then cooled to ambient temperature and poured into 200 mL of 0.5 M aqueous KOH solution and 200 mL of ethyl acetate. The aqueous layer was separated and extracted with another 100 mL of ethyl ac... The reactants are C, CN(C)C(=O)C1CCCN1C(=O)OCc1ccccc1, CCO, [H][H], [Pd]. Product: CN(C)C(=O)C1CCCN1. As a reaction SMILES: [C:26].[CH2:1]([O:2][C:3](=[O:4])[N:11]1[CH:12]([C:16](=[O:17])[N:18]([CH3:19])[CH3:20])[CH2:13][CH2:14][CH2:15]1)[c:5]1[cH:6][cH:7][cH:8][cH:9][cH:10]1.[CH3:23][CH2:24][OH:25].[H:21][H:22].[Pd:27]>>[NH:11]1[CH:12]([C:16](=[O:17])[N:18]([CH3:19])[CH3:20])[CH2:13][CH2:14][CH2:15]1. Reactants: BrC=1C(=CC2=C(C(=C(O2)C2=C(C=C(C=C2)F)F)C(=O)OCC)C1)NS(=O)(=O)C (ethyl 5-bromo-2-(2,4-difluorophenyl)-6-(methylsulfonamido)benzofuran-3-carboxylate), [Li+].[OH-] (LiOH), Cl (HCl). The solvent is O1CCOCC1 (1,4-Dioxane), O (H2O). Conditions: temperature 110 celsius, time 3 hour. Yields the product BrC=1C(=CC2=C(C(=C(O2)C2=C(C=C(C=C2)F)F)C(=O)O)C1)NS(=O)(=O)C (5-bromo-2-(2,4-difluorophenyl)-6-(methylsulfonamido)benzofuran-3-carboxylic acid). Isolated yield 71.5%. As a reaction SMILES: [Br:1][C:2]1[C:3]([NH:24][S:25]([CH3:28])(=[O:27])=[O:26])=[CH:4][C:5]2[O:9][C:8]([C:10]3[CH:15]=[CH:14][C:13]([F:16])=[CH:12][C:11]=3[F:17])=[C:7]([C:18]([O:20]CC)=[O:19])[C:6]=2[CH:23]=1.[Li+].[OH-].Cl>O1CCOCC1.O>[Br:1][C:2]1[C:3]([NH:24][S:25]([CH3:28])(=[O:26])=[O:27])=[CH:4][C:5]2[O:9][C:8]([C:10]3[CH:15]=[CH:14][C:13]([F:16])=[CH:12][C:11]=3[F:17])=[C:7]([C:18]([OH:20])=[O:19])[C:6]=2[CH:23]=1 |f:1.2|. Procedure: To a solution of ethyl 5-bromo-2-(2,4-difluorophenyl)-6-(methylsulfonamido)benzofuran-3-carboxylate (653 mg, 1.38 mmol) in 1,4-Dioxane (10 mL) and H2O (1 mL) was added LiOH (289 mg, 6.88 mmol), then the mixture was stirred at 110° C. After 3 hours, 10% HCl (aq) was added until pH reach 4. The mixture was extracted with EtOAc. The organic layer was dried over Na2SO4 and concentrated to provide 5-bromo-2-(2,4-difluorophenyl)-6-(methylsulfonamido)benzofuran-3-carboxylic acid (440 mg, yield: 65%). 1... Starting materials: BrC1=CC(=C(C=C1)O)F (4-bromo-2-fluorophenol), C(=O)([O-])[O-].[K+].[K+] (K2CO3), CI (Methyl iodide). Run in CC(=O)C (acetone). Run at time 2 day. The product is BrC1=CC(=C(C=C1)OC)F (4-bromo-2-fluoro-anisole). The yield is 99.9%. Reaction SMILES: CI.[Br:3][C:4]1[CH:9]=[CH:8][C:7]([OH:10])=[C:6]([F:11])[CH:5]=1.[C:12]([O-])([O-])=O.[K+].[K+]>CC(C)=O>[Br:3][C:4]1[CH:9]=[CH:8][C:7]([O:10][CH3:12])=[C:6]([F:11])[CH:5]=1 |f:2.3.4|. Procedure: Methyl iodide (182.1 ml, 1.319 mol) was added at 0° C. to a well stirred suspension of 4-bromo-2-fluorophenol (210 g, 1.099 mol, from step (i) above ) and K2CO3 (303.92 g, 2.19 mol) in dry acetone (1.7 L) and stirring continued at 60° C. for two days under nitrogen atmosphere. The reaction mixture was filtered and the solvent was concentrated under reduced pressure to yield 4-bromo-2-fluoro-anisole (225 g) as a liquid. This was directly taken for next step without further purification.